This data is from the Open Reaction Database (ORD), a public repository of structured organic reaction records. The task is: describe an organic reaction: reactants, conditions, products, and yield The reactants are COC(=O)CC=CCC(=O)O, NCCc1ccccc1. The product is COC(=O)CC=CCC(=O)NCCc1ccccc1. As a reaction SMILES: [CH3:10][O:11][C:12]([CH2:13][CH:14]=[CH:15][CH2:16][C:17](=[O:18])[OH:19])=[O:20].[c:1]1([CH2:7][CH2:8][NH2:9])[cH:2][cH:3][cH:4][cH:5][cH:6]1>>[c:1]1([CH2:7][CH2:8][NH:9][C:17]([CH2:16][CH:15]=[CH:14][CH2:13][C:12]([O:11][CH3:10])=[O:20])=[O:18])[cH:2][cH:3][cH:4][cH:5][cH:6]1.